Task: describe an organic reaction: reactants, conditions, products, and yield. Dataset: the Open Reaction Database (ORD), a public repository of structured organic reaction records Starting materials: N1(CCCC1)[C@H]1CN(CC1)C1=C(C=C(C=C1)N1C(C2=CC=C(C=C2C=C1)O)=O)F (2-((R)-4-[1,3′]Bipyrrolidinyl-1′-yl-3-fluoro-phenyl)-6-hydroxy-2H-isoquinolin-1-one), OC[C@H]1OCC[C@@H]1O ((2R,3S)-2-Hydroxymethyl-tetrahydro-furan-3-ol). Product: N1(CCCC1)[C@H]1CN(CC1)C1=C(C=C(C=C1)N1C(C2=CC=C(C=C2C=C1)OC[C@H]1OCC[C@@H]1O)=O)F (2-((R)-4-[1,3′]Bipyrrolidinyl-1′-yl-3-fluoro-phenyl)-6-((2R,3S)-3-hydroxy-tetrahydro-furan-2-ylmethoxy)-2H-isoquinolin-1-one). As a reaction SMILES: [N:1]1([C@@H:6]2[CH2:10][CH2:9][N:8]([C:11]3[CH:16]=[CH:15][C:14]([N:17]4[CH:26]=[CH:25][C:24]5[C:19](=[CH:20][CH:21]=[C:22]([OH:27])[CH:23]=5)[C:18]4=[O:28])=[CH:13][C:12]=3[F:29])[CH2:7]2)[CH2:5][CH2:4][CH2:3][CH2:2]1.O[CH2:31][C@@H:32]1[C@@H:36]([OH:37])[CH2:35][CH2:34][O:33]1>>[N:1]1([C@@H:6]2[CH2:10][CH2:9][N:8]([C:11]3[CH:16]=[CH:15][C:14]([N:17]4[CH:26]=[CH:25][C:24]5[C:19](=[CH:20][CH:21]=[C:22]([O:27][CH2:31][C@@H:32]6[C@@H:36]([OH:37])[CH2:35][CH2:34][O:33]6)[CH:23]=5)[C:18]4=[O:28])=[CH:13][C:12]=3[F:29])[CH2:7]2)[CH2:2][CH2:3][CH2:4][CH2:5]1. Reported procedure: 2-((R)-4-[1,3′]Bipyrrolidinyl-1′-yl-3-fluoro-phenyl)-6-hydroxy-2H-isoquinolin-1-one was reacted with (2R,3S)-2-Hydroxymethyl-tetrahydro-furan-3-ol by method Y. The product with the molecular weight of 493.58 (C28H32FN3O4) was obtained in this way; MS (ESI): 494 (M+H+). Starting materials: 2-(Benzo[2,5]thiadiazole-4-sulfonylamino)-4-chloro-N-[2-(4-chloro-phenyl)-2-methyl-propyl]-benzamide, N1=C2C(=NS1)C(=CC=C2)S(=O)(=O)NC2=C(C(=O)O)C=CC(=C2)Cl (2-(Benzo[1,2,5]thiadiazole-4-sulfonylamino)-4-chlorobenzoic acid), ClC1=CC=C(C=C1)C(CN)(C)C (2-(4-chloro-phenyl)-2-methyl-propylamine). Product: N1=C2C(=NS1)C(=CC=C2)S(=O)(=O)NC2=C(C(=O)NCC(C)(C)C1=CC=C(C=C1)Cl)C=CC(=C2)Cl (2-(Benzo[1,2,5]thiadiazole-4-sulfonylamino)-4-chloro-N-[2-(4-chloro-phenyl)-2-methyl-propyl]-benzamide). Reaction SMILES: [N:1]1[S:5][N:4]=[C:3]2[C:6]([S:10]([NH:13][C:14]3[CH:22]=[C:21]([Cl:23])[CH:20]=[CH:19][C:15]=3[C:16]([OH:18])=O)(=[O:12])=[O:11])=[CH:7][CH:8]=[CH:9][C:2]=12.[Cl:24][C:25]1[CH:30]=[CH:29][C:28]([C:31]([CH3:35])([CH3:34])[CH2:32][NH2:33])=[CH:27][CH:26]=1>>[N:1]1[S:5][N:4]=[C:3]2[C:6]([S:10]([NH:13][C:14]3[CH:22]=[C:21]([Cl:23])[CH:20]=[CH:19][C:15]=3[C:16]([NH:33][CH2:32][C:31]([C:28]3[CH:27]=[CH:26][C:25]([Cl:24])=[CH:30][CH:29]=3)([CH3:35])[CH3:34])=[O:18])(=[O:11])=[O:12])=[CH:7][CH:8]=[CH:9][C:2]=12. Procedure: 2-(Benzo[2,5]thiadiazole-4-sulfonylamino)-4-chloro-N-[2-(4-chloro-phenyl)-2-methyl-propyl]-benzamide. 2-(Benzo[1,2,5]thiadiazole-4-sulfonylamino)-4-chlorobenzoic acid was coupled with 2-(4-chloro-phenyl)-2-methyl-propylamine as in EXAMPLE 1, Part C. HPLC: RT=11.08 min. MS (ESI−): mass calcd. for C23H20Cl2N4O3S2, 534.04; m/z found, 533/535 [M−H]−. 1H NMR (400 MHz, CDCl3): 11.53 (s, 1H), 8.35 (dd, J=7.0, 1.0, 1H), 8.22 (dd, J=8.8, 1.0, 1H), 7.71 (dd, J=8.8, 7.0, 1H), 7.70 (d, J=1.8, 1H), 7.35-7.31... The reactants are CCCCOCCOCCOCC=1C=C2C(=CC1CCC)OCO2 (piperonyl butoxide), Cl (hydrochloric acid), O (water). Solvent: C1=CC=CC=C1 (benzene). Product: C(CC)C=1C(=CC2=C(OCO2)C1)CCl (6-propyl-5-chloromethyl-1,3-benzodioxole). Reaction SMILES: CCCCOCCOCCO[CH2:12][C:13]1[CH:14]=[C:15]2[O:24][CH2:23][O:22][C:16]2=[CH:17][C:18]=1[CH2:19][CH2:20][CH3:21].[ClH:25].O>C1C=CC=CC=1>[CH2:19]([C:18]1[C:13]([CH2:12][Cl:25])=[CH:14][C:15]2[O:24][CH2:23][O:22][C:16]=2[CH:17]=1)[CH2:20][CH3:21]. Procedure: 15 g of piperonyl butoxide and 300 ml of concentrated hydrochloric acid were dissolved in 100 ml of benzene and the solution was heated under reflux for 3 h. The reaction mixture was cooled to room temperature and water was added thereto. After extraction with ethyl acetate, the extract was washed with water, dried over magnesium sulfate and concentrated under reduced pressure to obtain 12 g of 6-propyl-5-chloromethyl-1,3-benzodioxole in the form of a faint brown oil. Yields the product CC(=O)c1ccc(-c2nc3c(cnn3-c3ccccc3)c(=O)n2-c2ccc(Cl)cc2)cc1. Reaction SMILES: [CH3:1][O:2][C:3]([c:4]1[cH:5][cH:6][c:7](-[c:10]2[n:11](-[c:26]3[cH:27][cH:28][c:29]([Cl:32])[cH:30][cH:31]3)[c:12](=[O:25])[c:13]3[c:14]([n:15]2)[n:16](-[c:19]2[cH:20][cH:21][cH:22][cH:23][cH:24]2)[n:17][cH:18]3)[cH:8][cH:9]1)=[O:33].[CH3:36][OH:37].[Cl-:38].[NH4+:39].[Na+:35].[O:40]1[CH2:41][CH2:42][O:43][CH2:44][CH2:45]1.[OH-:34]>>[O:2]=[C:3]([c:4]1[cH:5][cH:6][c:7](-[c:10]2[n:11](-[c:26]3[cH:27][cH:28][c:29]([Cl:32])[cH:30][cH:31]3)[c:12](=[O:25])[c:13]3[c:14]([n:15]2)[n:16](-[c:19]2[cH:20][cH:21][cH:22][cH:23][cH:24]2)[n:17][cH:18]3)[cH:8][cH:9]1)[CH3:36]. Starting materials: COC(=O)c1ccc(-c2nc3c(cnn3-c3ccccc3)c(=O)n2-c2ccc(Cl)cc2)cc1, CO, [Cl-], [NH4+], [Na+], C1COCCO1, [OH-]. Reactants: CN1CCC(O)C1, N#Cc1cc(C(F)(F)F)ccc1F, [H-], [Na+], C1CCOC1. Yields the product CN1CCC(Oc2ccc(C(F)(F)F)cc2C#N)C1. RXN SMILES: [CH3:16][N:17]1[CH2:18][CH:19]([OH:22])[CH2:20][CH2:21]1.[F:1][c:2]1[c:3]([C:4]#[N:5])[cH:6][c:7]([C:10]([F:11])([F:12])[F:13])[cH:8][cH:9]1.[H-:14].[Na+:15].[O:23]1[CH2:24][CH2:25][CH2:26][CH2:27]1>>[c:2]1([O:22][CH:19]2[CH2:18][N:17]([CH3:16])[CH2:21][CH2:20]2)[c:3]([C:4]#[N:5])[cH:6][c:7]([C:10]([F:11])([F:12])[F:13])[cH:8][cH:9]1. The reactants are N1(CCNCC1)C1=CC=C(C=N1)C1=CN=C(C=2N1C=C(N2)COC2=NC1=CC=CC=C1C=C2)N2CCOCC2 (4-(5-(6-(piperazin-1-yl)pyridin-3-yl)-2-((quinolin-2-yloxy)methyl)imidazo[1,2-a]pyrazin-8-yl)morpholine), CS(=O)(=O)O (methanesulfonic acid). Procedure details: To a solution of compound 47b (90.0 mg, 0.172 mmol) in DCM (2 mL) was added a solution of methanesulfonic acid as a 1 M DCM solution (0.172 mL, 0.172 mmol). The reaction mixture was stirred at rt for 30 min and then concentrated under reduced pressure to obtain the title compound 126. 1H-NMR (400 MHz, CD3OD) δ (ppm): 2.71 (s, 6H), 3.19-3.26 (m, 4H), 3.85-3.91 (m, 8H), 4.43 (br. s., 4H), 5.60 (s, 2H), 6.83 (d, J=9.0 Hz, 1H), 6.88 (d, J=8.8 Hz, 1H), 7.32 (s, 1H), 7.33-7.38 (m, 1H), 7.56 (td, J=7.7... The solvent is C(Cl)Cl (DCM), C(Cl)Cl (DCM). As a reaction SMILES: [N:1]1([C:7]2[N:12]=[CH:11][C:10]([C:13]3[N:18]4[CH:19]=[C:20]([CH2:22][O:23][C:24]5[CH:33]=[CH:32][C:31]6[C:26](=[CH:27][CH:28]=[CH:29][CH:30]=6)[N:25]=5)[N:21]=[C:17]4[C:16]([N:34]4[CH2:39][CH2:38][O:37][CH2:36][CH2:35]4)=[N:15][CH:14]=3)=[CH:9][CH:8]=2)[CH2:6][CH2:5][NH:4][CH2:3][CH2:2]1.[CH3:40][S:41]([OH:44])(=[O:43])=[O:42]>C(Cl)Cl>[CH3:40][S:41]([OH:44])(=[O:43])=[O:42].[N:1]1([C:7]2[N:12]=[CH:11][C:10]([C:13]3[N:18]4[CH:19]=[C:20]([CH2:22][O:23][C:24]5[CH:33]=[CH:32][C:31]6[C:26](=[CH:27][CH:28]=[CH:29][CH:30]=6)[N:25]=5)[N:21]=[C:17]4[C:16]([N:34]4[CH2:35][CH2:36][O:37][CH2:38][CH2:39]4)=[N:15][CH:14]=3)=[CH:9][CH:8]=2)[CH2:6][CH2:5][NH:4][CH2:3][CH2:2]1 |f:3.4|. The product is CS(=O)(=O)O.N1(CCNCC1)C1=CC=C(C=N1)C1=CN=C(C=2N1C=C(N2)COC2=NC1=CC=CC=C1C=C2)N2CCOCC2 (4-(5-(6-(piperazin-1-yl)pyridin-3-yl)-2-((quinolin-2-yloxy)methyl)imidazo[1,2-a]pyrazin-8-yl)morpholine methane sulfonic acid salt). Run at time 30 minute. The solvent is O (water). The reactants are [H-].[Na+] (Sodium hydride), CN(C)C=O (DMF), COC1=CC=C(C=C1)O (4-methoxyphenol), FC1=CC=C(C=C1)C#N (4-fluorobenzenecarbonitrile). Product: COC1=CC=C(C=C1)OC1=CC=C(C=C1)C#N (4-[(4-methoxyphenyl)oxy]benzenecarbonitrile). Reaction SMILES: [H-].[Na+].CN(C=O)C.[CH3:8][O:9][C:10]1[CH:15]=[CH:14][C:13]([OH:16])=[CH:12][CH:11]=1.F[C:18]1[CH:23]=[CH:22][C:21]([C:24]#[N:25])=[CH:20][CH:19]=1>O>[CH3:8][O:9][C:10]1[CH:15]=[CH:14][C:13]([O:16][C:18]2[CH:23]=[CH:22][C:21]([C:24]#[N:25])=[CH:20][CH:19]=2)=[CH:12][CH:11]=1 |f:0.1|. Procedure: Sodium hydride (60% dispersion in oil; 0.8 g) was added to a DMF (20 ml) solution of 4-methoxyphenol (2.4 g). The reaction mixture was stirred at room temperature for 5 minutes, to which was added 4-fluorobenzenecarbonitrile (2.4 g). The reaction mixture was stirred at room temperature for 4 hours, which was further stirred at 50° C. for one hour. The reaction mixture was poured into water, which was extracted with toluene. The organic layer was washed with water, then dried and concentrated. Th... Isolated yield 45.9%. Conditions: time 5 minute.